Dataset: the Open Reaction Database (ORD), a public repository of structured organic reaction records. Task: describe an organic reaction: reactants, conditions, products, and yield Procedure: To a solution of 4-[4-[[2-[2-(3,5-dimethylphenyl)-1H-indol-3-yl]ethyl]amino]butyl]phenol (19 mg in 1 mL methanol) was added 0.020 mL of a 37% solution of formaldehyde in water followed by 0.010 mL acetic acid and 16 mg of sodium cyanoborohydride and the mixture stirred at room temperature. After 26 hours the reaction was quenched by the addition of acetic acid, concentrated in vacuo and the excess acetic acid removed by toluene azeotrope. Purification of the concentrate by flash chromatography o... Starting materials: C(C)(=O)O (acetic acid), CC=1C=C(C=C(C1)C)C=1NC2=CC=CC=C2C1CCNCCCCC1=CC=C(C=C1)O (4-[4-[[2-[2-(3,5-dimethylphenyl)-1H-indol-3-yl]ethyl]amino]butyl]phenol), solution, C=O (formaldehyde), C(#N)[BH3-].[Na+] (sodium cyanoborohydride). The solvent is O (water). Reaction SMILES: [CH3:1][C:2]1[CH:3]=[C:4]([C:9]2[NH:10][C:11]3[C:16]([C:17]=2[CH2:18][CH2:19][NH:20][CH2:21][CH2:22][CH2:23][CH2:24][C:25]2[CH:30]=[CH:29][C:28]([OH:31])=[CH:27][CH:26]=2)=[CH:15][CH:14]=[CH:13][CH:12]=3)[CH:5]=[C:6]([CH3:8])[CH:7]=1.C=O.[C:34](O)(=O)C.C([BH3-])#N.[Na+]>O>[OH-:31].[NH4+:10].[CH3:8][C:6]1[CH:5]=[C:4]([C:9]2[NH:10][C:11]3[C:16]([C:17]=2[CH2:18][CH2:19][N:20]([CH3:34])[CH2:21][CH2:22][CH2:23][CH2:24][C:25]2[CH:26]=[CH:27][C:28]([OH:31])=[CH:29][CH:30]=2)=[CH:15][CH:14]=[CH:13][CH:12]=3)[CH:3]=[C:2]([CH3:1])[CH:7]=1 |f:3.4,6.7|. The product is [OH-].[NH4+] (ammonium hydroxide), CC=1C=C(C=C(C1)C)C=1NC2=CC=CC=C2C1CCN(CCCCC1=CC=C(C=C1)O)C (4-[4-[[2-[2-(3,5-dimethylphenyl)-1H-indol-3-yl]ethyl]methylamino]butyl]phenol). Starting materials: [Cl-].[NH4+].[Na] (sodium ammonium chloride), resultant mixture, crude mixture, C([O-])(O)=O.[Na+] (sodium bicarbonate), BrC=1C=C(C=NC1)C(CCC)NC(=O)C=1C=NN(C1C)C1=CC=C(C=C1)Cl (1-(4-chloro-phenyl)-5-methyl-1H-pyrazole-4-carboxylic acid [1-(5-bromo-pyridin-3-yl)-butyl]-amide), COC(CCS(=O)[O-])=O.[Na+] (sodium 3-methoxy-3-oxopropane-1-sulfinate). Reagents/catalysts: [Cu]I (copper(I) iodide). Solvent: CS(=O)C (DMSO). Yields the product N1=CC(=CC=C1)C(CCC)NC(=O)C=1C=NN(C1C)C1=CC=C(C=C1)Cl (1-(4-chloro-phenyl)-5-methyl-1H-pyrazole-4-carboxylic acid (1-pyridin-3-yl-butyl)-amide), COC(CCS(=O)(=O)C=1C=NC=C(C1)C(CCC)NC(=O)C=1C=NN(C1C)C1=CC=C(C=C1)Cl)=O (3-[5-(1-{[1-(4-chloro-phenyl)-5-methyl-1H-pyrazole-4-carbonyl]-amino}-butyl)-pyridine-3-sulfonyl]-propionic acid methyl ester). Yield: 42.0%. Reaction SMILES: Br[C:2]1[CH:3]=[C:4]([CH:8]([NH:12][C:13]([C:15]2[CH:16]=[N:17][N:18]([C:21]3[CH:26]=[CH:25][C:24]([Cl:27])=[CH:23][CH:22]=3)[C:19]=2[CH3:20])=[O:14])[CH2:9][CH2:10][CH3:11])[CH:5]=[N:6][CH:7]=1.[CH3:28][O:29][C:30](=[O:36])[CH2:31][CH2:32][S:33]([O-:35])=[O:34].[Na+].[Cl-].[NH4+].[Na].C(=O)(O)[O-].[Na+]>CS(C)=O.[Cu]I>[N:6]1[CH:7]=[CH:2][CH:3]=[C:4]([CH:8]([NH:12][C:13]([C:15]2[CH:16]=[N:17][N:18]([C:21]3[CH:22]=[CH:23][C:24]([Cl:27])=[CH:25][CH:26]=3)[C:19]=2[CH3:20])=[O:14])[CH2:9][CH2:10][CH3:11])[CH:5]=1.[CH3:28][O:29][C:30](=[O:36])[CH2:31][CH2:32][S:33]([C:2]1[CH:7]=[N:6][CH:5]=[C:4]([CH:8]([NH:12][C:13]([C:15]2[CH:16]=[N:17][N:18]([C:21]3[CH:26]=[CH:25][C:24]([Cl:27])=[CH:23][CH:22]=3)[C:19]=2[CH3:20])=[O:14])[CH2:9][CH2:10][CH3:11])[CH:3]=1)(=[O:35])=[O:34] |f:1.2,3.4.5,6.7,^1:39|. Procedure details: A solution of 1-(4-chloro-phenyl)-5-methyl-1H-pyrazole-4-carboxylic acid [1-(5-bromo-pyridin-3-yl)-butyl]-amide (1.1 g, 2.5 mmol), copper(I) iodide (1.4 g, 7.4 mmol), sodium 3-methoxy-3-oxopropane-1-sulfinate (1.3 g, 7.4 mmol) in DMSO (10 mL) is heated at 130° C. for 1.5 hour. After cooling to room temperature, saturated aqueous sodium ammonium chloride (10 mL) is added and the resultant mixture is stirred for 1 hour. The crude mixture is poured into saturated aqueous sodium bicarbonate (250 mL)... The reactants are CN(/C=C/C(=O)C1=NN(C=CC1=O)C=1C=C(C(=O)NC)C=CC1)C (3-[3-((E)-3-Dimethylamino-acryloyl)-4-oxo-4H-pyridazin-1-yl]-N-methyl-benzamide), FC1=C(C=CC=C1)NN (2-fluoro-phenylhydrazine). Yields the product FC1=C(C=CC=C1)N1N=CC=C1C1=NN(C=CC1=O)C=1C=C(C(=O)NC)C=CC1 (3-{3-[2-(2-Fluoro-phenyl)-2H-pyrazol-3-yl]-4-oxo-4H-pyridazin-1-yl}-N-methyl-benzamide). As a reaction SMILES: C[N:2](C)/[CH:3]=[CH:4]/[C:5]([C:7]1[C:12](=[O:13])[CH:11]=[CH:10][N:9]([C:14]2[CH:15]=[C:16]([CH:21]=[CH:22][CH:23]=2)[C:17]([NH:19][CH3:20])=[O:18])[N:8]=1)=O.[F:25][C:26]1[CH:31]=[CH:30][CH:29]=[CH:28][C:27]=1[NH:32]N>>[F:25][C:26]1[CH:31]=[CH:30][CH:29]=[CH:28][C:27]=1[N:32]1[C:5]([C:7]2[C:12](=[O:13])[CH:11]=[CH:10][N:9]([C:14]3[CH:15]=[C:16]([CH:21]=[CH:22][CH:23]=3)[C:17]([NH:19][CH3:20])=[O:18])[N:8]=2)=[CH:4][CH:3]=[N:2]1. Procedure: The product was obtained starting from 3-[3-((E)-3-Dimethylamino-acryloyl)-4-oxo-4H-pyridazin-1-yl]-N-methyl-benzamide (A-35) and 2-fluoro-phenylhydrazine according to the method described for example 1. MS: M=390.1 (M+H)+